Dataset: the Open Reaction Database (ORD), a public repository of structured organic reaction records. Task: describe an organic reaction: reactants, conditions, products, and yield Starting materials: BrBr (bromine), NC1=CC=C(C=C1)C(F)(F)F (p-aminobenzotrifluoride), Br (hydrogen bromide). Reagents/catalysts: [Fe] (iron). Reaction conditions: time 2 hour. The product is BrC=1C=C(C=CC1N)C(F)(F)F (3-bromo-4-aminobenzotrifluoride). RXN SMILES: [NH2:1][C:2]1[CH:7]=[CH:6][C:5]([C:8]([F:11])([F:10])[F:9])=[CH:4][CH:3]=1.[Br:12]Br.Br>[Fe]>[Br:12][C:3]1[CH:4]=[C:5]([C:8]([F:9])([F:10])[F:11])[CH:6]=[CH:7][C:2]=1[NH2:1]. Reported procedure: To 161.0 g of p-aminobenzotrifluoride and 10.0 g of iron filings is added, dropwise, with agitation at 35°-40°, 160.0 g of bromine, using a slow stream of nitrogen to sweep out the evolved hydrogen bromide. Subsequently, the mixture is agitated for an additional two hours and then distilled in vacuo to give 3-bromo-4-aminobenzotrifluoride. Starting materials: BrC=1C=C2C(=NNC2=CC1)Cl (5-bromo-3-chloro-1H-indazole), C(C)OC(C=CC=1C=NC=CC1)=O (3-pyridin-3-yl-acrylic acid ethyl ester), 3-(3-Cyano-1H-Indol-4-yl)-3-phenyl-acrylic acid ethyl. The product is C(C)OC(C=C(C=1C=NC=CC1)C=1C=C2C(=NNC2=CC1)Cl)=O (3-(3-Chloro-1H-indazol-5-yl)-3-pyridin-3-yl-acrylic acid ethyl ester). As a reaction SMILES: Br[C:2]1[CH:3]=[C:4]2[C:8](=[CH:9][CH:10]=1)[NH:7][N:6]=[C:5]2[Cl:11].[CH2:12]([O:14][C:15](=[O:24])[CH:16]=[CH:17][C:18]1[CH:19]=[N:20][CH:21]=[CH:22][CH:23]=1)[CH3:13]>>[CH2:12]([O:14][C:15](=[O:24])[CH:16]=[C:17]([C:2]1[CH:3]=[C:4]2[C:8](=[CH:9][CH:10]=1)[NH:7][N:6]=[C:5]2[Cl:11])[C:18]1[CH:19]=[N:20][CH:21]=[CH:22][CH:23]=1)[CH3:13]. Procedure details: 3-(3-Chloro-1H-indazol-5-yl)-3-pyridin-3-yl-acrylic acid ethyl ester CCXXIII was prepared from 5-bromo-3-chloro-1H-indazole and 3-pyridin-3-yl-acrylic acid ethyl ester using the procedure described for preparation of 3-(3-Cyano-1H-Indol-4-yl)-3-phenyl-acrylic acid ethyl esterLVIII (Example 14). Starting materials: N1(CCOCC1)C(CC(C(=O)O)CS(=O)(=O)CC1=CC=CC=C1)=O (4-morpholin-4-yl-4-oxo-2-benzylsulfonylmethyl-butyric acid), OC(=O)C(F)(F)F.NC(C(=O)C=1OC(=NN1)COC)CC (2-amino-1-(5-methoxymethyl-[1,3,4]oxadiazol-2-yl)-butan-1-one TFA salt), C=1C=CC2=C(C1)N=NN2O (HOBt), C(CCl)Cl (EDC), CN1CCOCC1 (N-methylmorpholine). Solvent: C(Cl)Cl (MeCl2). Run at time 14 hour. Yields the product OC(C(CC)NC(C(CC(=O)N1CCOCC1)(S(=O)(=O)CC1=CC=CC=C1)C)=O)C=1OC(=NN1)COC (N-{1-[Hydroxy-(5-methoxymethyl-[1,3,4]oxadiazol-2-yl)-methyl]-propyl}-4-morpholin-4-yl-4-oxo-2-benzylsulfonyl-methyl-butyramide). As a reaction SMILES: N1(C(=O)C[CH:9]([CH2:13][S:14]([CH2:17][C:18]2[CH:23]=[CH:22][CH:21]=[CH:20][CH:19]=2)(=[O:16])=[O:15])[C:10]([OH:12])=O)CCOCC1.[OH:25][C:26](C(F)(F)F)=O.[NH2:32][CH:33]([CH2:44][CH3:45])[C:34]([C:36]1[O:37][C:38]([CH2:41][O:42][CH3:43])=[N:39][N:40]=1)=[O:35].[CH:46]1C=CC2N(O)N=NC=2C=1.C(Cl)CCl.C[N:61]1[CH2:66][CH2:65][O:64][CH2:63][CH2:62]1>C(Cl)Cl>[OH:35][CH:34]([C:36]1[O:37][C:38]([CH2:41][O:42][CH3:43])=[N:39][N:40]=1)[CH:33]([NH:32][C:26](=[O:25])[C:13]([CH3:46])([S:14]([CH2:17][C:18]1[CH:19]=[CH:20][CH:21]=[CH:22][CH:23]=1)(=[O:15])=[O:16])[CH2:9][C:10]([N:61]1[CH2:66][CH2:65][O:64][CH2:63][CH2:62]1)=[O:12])[CH2:44][CH3:45] |f:1.2|. Procedure details: To a stirred mixture of 4-morpholin-4-yl-4-oxo-2-benzylsulfonylmethyl-butyric acid (230 mg, 0.65 mmol), 2-amino-1-(5-methoxymethyl-[1,3,4]oxadiazol-2-yl)-butan-1-one TFA salt (204 mg), prepared as in reference 15, and HOBt (119 mg, 0.78 mmol) in MeCl2 (5 ml), was added EDC (187 mg, 0.98 mmol) and N-methylmorpholine (0.35 ml) at room temperature. After stirring for 14 hours, the reaction mixture was extracted with ethyl acetate. The organic layer was washed with saturated NaHCO3, brine, dried wit... Reactants: BrCCCCBr, CCN(C(C)C)C(C)C, NC1CCC(CNc2nc(NCc3cc(Cl)ccc3OC(F)(F)F)ncc2[N+](=O)[O-])CC1, CN(C)C=O. Product: O=[N+]([O-])c1cnc(NCc2cc(Cl)ccc2OC(F)(F)F)nc1NCC1CCC(N2CCCC2)CC1. As a reaction SMILES: [Br:33][CH2:34][CH2:35][CH2:36][CH2:37][Br:38].[CH:39]([N:40]([CH2:41][CH3:42])[CH:43]([CH3:44])[CH3:45])([CH3:46])[CH3:47].[NH2:1][CH:2]1[CH2:3][CH2:4][CH:5]([CH2:8][NH:9][c:10]2[n:11][c:12]([NH:19][CH2:20][c:21]3[c:22]([O:28][C:29]([F:30])([F:31])[F:32])[cH:23][cH:24][c:25]([Cl:27])[cH:26]3)[n:13][cH:14][c:15]2[N+:16](=[O:17])[O-:18])[CH2:6][CH2:7]1.[O:48]=[CH:49][N:50]([CH3:51])[CH3:52]>>[N:1]1([CH:2]2[CH2:3][CH2:4][CH:5]([CH2:8][NH:9][c:10]3[n:11][c:12]([NH:19][CH2:20][c:21]4[c:22]([O:28][C:29]([F:30])([F:31])[F:32])[cH:23][cH:24][c:25]([Cl:27])[cH:26]4)[n:13][cH:14][c:15]3[N+:16](=[O:17])[O-:18])[CH2:6][CH2:7]2)[CH2:34][CH2:35][CH2:36][CH2:37]1. Starting materials: [C@@H]12CCCC[C@H]2COC1=O (cis-8-oxabicyclo[4.3.0]nonan-9-one), C(C1=CC=CC=C1)Br (benzyl bromide), C(C)(C)NC(C)C (diisopropylamine), C(CCC)[Li] (butyllithium). Run in C1CCOC1 (THF), C1CCOC1 (THF). Conditions: temperature -78 celsius, time 15 minute. The product is C(C1=CC=CC=C1)[C@@]12CCCC[C@H]2COC1=O (cis-1-Benzyl-8-oxabicyclo[4.3.0]nonan-9-one). RXN SMILES: C(NC(C)C)(C)C.C([Li])CCC.[C@@H:13]12[C:21](=[O:22])[O:20][CH2:19][C@@H:18]1[CH2:17][CH2:16][CH2:15][CH2:14]2.[CH2:23](Br)[C:24]1[CH:29]=[CH:28][CH:27]=[CH:26][CH:25]=1>C1COCC1>[CH2:23]([C@@:13]12[C:21](=[O:22])[O:20][CH2:19][C@@H:18]1[CH2:17][CH2:16][CH2:15][CH2:14]2)[C:24]1[CH:29]=[CH:28][CH:27]=[CH:26][CH:25]=1. Procedure details: Under argon, a solution of diisopropylamine (3.85 ml, 27.5 mmol) in 20 ml of dry THF is cooled to 0° C. and slowly admixed with butyllithium (11 ml, 27.5 mmol, 2.5M in hexane). With ice-cooling. This solution is stirred for 15 min and then cooled to −78° C. and a solution of cis-8-oxabicyclo[4.3.0]nonan-9-one (3.5 g, 25 mmol) in 10 ml of THF is added dropwise. The mixture is stirred at −78° C. for another 30 min and then mixed with benzyl bromide (3.27 ml, 27 mmol). The mixture is then slowly wa... Starting materials: CNC(=O)C=1C=C(C(=O)OC)C=C(C1)C1=NC=C(C=C1)C (methyl 3-[(methylamino)carbonyl]-5-(5-methylpyridin-2-yl)benzoate), COC1=CC=C(C=C1)P1(SP(S1)(C1=CC=C(C=C1)OC)=S)=S (2,4-bis-(4-methoxyphenyl)-1,3-dithia-2,4-diphosphetane 2,4-disulfide), ClCCl (Dichloromethane). Run in ClC(C)Cl (dichloroethane). Run at temperature 60 celsius, time 2 hour. Yields the product CNC(=S)C=1C=C(C(=O)OC)C=C(C1)C1=NC=C(C=C1)C (Methyl 3-[(methylamino)carbonothioyl]-5-(5-methylpyridin-2-yl)benzoate). Yield: 112.8%. As a reaction SMILES: [CH3:1][NH:2][C:3]([C:5]1[CH:6]=[C:7]([CH:12]=[C:13]([C:15]2[CH:20]=[CH:19][C:18]([CH3:21])=[CH:17][N:16]=2)[CH:14]=1)[C:8]([O:10][CH3:11])=[O:9])=O.COC1C=CC(P2(=S)SP(=S)(C3C=CC(OC)=CC=3)[S:31]2)=CC=1.ClCCl>ClC(Cl)C>[CH3:1][NH:2][C:3]([C:5]1[CH:6]=[C:7]([CH:12]=[C:13]([C:15]2[CH:20]=[CH:19][C:18]([CH3:21])=[CH:17][N:16]=2)[CH:14]=1)[C:8]([O:10][CH3:11])=[O:9])=[S:31]. Reported procedure: To a solution of methyl 3-[(methylamino)carbonyl]-5-(5-methylpyridin-2-yl)benzoate (2.90 g, 10.2 mmol) in dichloroethane (20 mL) was added 2,4-bis-(4-methoxyphenyl)-1,3-dithia-2,4-diphosphetane 2,4-disulfide (Lawesson's reagent) (2.27 g, 5.61 mmol) and the mixture heated to 60° C. After 2 h, the reaction was cooled to ambient temperature. Dichloromethane (200 mL) was added, and the mixture washed with 100 mL of saturated aqueous sodium bicarbonate (2×) and brine (100 mL). The combined organic ex... The reactants are O (Water), S(O)(O)(=O)=O (sulfuric acid), FC(CCCCC#N)(C(F)(F)F)F (5,5,6,6,6-pentafluorohexanecarbonitrile), O (water). Reaction conditions: time 3 hour. The product is FC(CCCC(=O)O)(C(F)(F)F)F (5,5,6,6,6-pentafluorohexanoic acid). The yield is 85.0%. RXN SMILES: S(=O)(=O)(O)[OH:2].[F:6][C:7]([F:18])([C:14]([F:17])([F:16])[F:15])[CH2:8][CH2:9][CH2:10][CH2:11]C#N.[OH2:19]>>[F:6][C:7]([F:18])([C:14]([F:17])([F:16])[F:15])[CH2:8][CH2:9][CH2:10][C:11]([OH:2])=[O:19]. Procedure details: Concentrated sulfuric acid (350 ml) was slowly added dropwise to 5,5,6,6,6-pentafluorohexanecarbonitrile (108 g, 577.20 mmol) at 0° C., and the resulting mixture was stirred for 3 hours at room temperature. Water (350 ml) was slowly added dropwise to this mixture at 0° C., followed by heating under reflux for 12 hours. After cooling to room temperature, water was added to the reaction mixture, which was then extracted three times with dichloromethane. The combined organic layers were washed with... The reactants are CP1CC=CC1 (1-methyl-2,5-dihydro-1H-phosphole), P-oxide, compound 3, 2D, CN1P(C(N(C1=O)C)=O)C (1,2,4-trimethyl-1,4,2-diazaphospholidine-3,5-dione), CN=C=O (methyl isocyanate), CC(C)N=C=O (2-propyl isocyanate), CP1CC=CC1 (1-methyl-2,5-dihydro-1H-phosphole), 31P. Run at time 48 hour. Yields the product CP1N(C(N(C1=O)C)=O)C(C)C (2,4-Dimethyl-1-(propan-2-yl)-1,4,2-diazaphospholidine-3,5-dione). Reaction SMILES: CN=C=O.[CH3:5][CH:6]([N:8]=[C:9]=[O:10])[CH3:7].CP1CC=CC1.CN1[C:22](=O)[N:21](C)[C:20](=[O:25])[P:19]1[CH3:26]>>[CH3:26][P:19]1[C:20](=[O:25])[N:21]([CH3:22])[C:9](=[O:10])[N:8]1[CH:6]([CH3:7])[CH3:5]. Procedure: To a mixture of 0.41 g (7.2 mmol) of methyl isocyanate and 6.13 g (72 mmol) of 2-propyl isocyanate was added, at room temperature, over the course of 1 h, 0.7 g (7 mmol) of 1-methyl-2,5-dihydro-1H-phosphole. No exothermicity was observed. The initially colourless liquid mixture gradually changed colour to pale yellow. Stirring at room temperature for 48 hours was followed by analysis by means of 1H and 31P NMR and GC-MS. As well as unconverted 1-methyl-2,5-dihydro-1H-phosphole and small amounts ...